This data is from the Open Reaction Database (ORD), a public repository of structured organic reaction records. The task is: describe an organic reaction: reactants, conditions, products, and yield Starting materials: CC(C)(C)OC(=O)COc1cccc(CNCc2ccc(-n3ccnc3)cc2)c1, Cl, O=S(=O)(Cl)c1cccnc1. The product is CC(C)(C)OC(=O)COc1cccc(CN(Cc2ccc(-n3ccnc3)cc2)S(=O)(=O)c2cccnc2)c1. As a reaction SMILES: [C:1]([CH3:2])([CH3:3])([CH3:4])[O:5][C:6]([CH2:7][O:8][c:9]1[cH:10][c:11]([CH2:15][NH:16][CH2:17][c:18]2[cH:19][cH:20][c:21](-[n:24]3[cH:25][n:26][cH:27][cH:28]3)[cH:22][cH:23]2)[cH:12][cH:13][cH:14]1)=[O:29].[ClH:30].[n:31]1[cH:32][c:33]([S:37](=[O:38])(=[O:39])[Cl:40])[cH:34][cH:35][cH:36]1>>[C:1]([CH3:2])([CH3:3])([CH3:4])[O:5][C:6]([CH2:7][O:8][c:9]1[cH:10][c:11]([CH2:15][N:16]([CH2:17][c:18]2[cH:19][cH:20][c:21](-[n:24]3[cH:25][n:26][cH:27][cH:28]3)[cH:22][cH:23]2)[S:37]([c:33]2[cH:32][n:31][cH:36][cH:35][cH:34]2)(=[O:38])=[O:39])[cH:12][cH:13][cH:14]1)=[O:29].